describe an organic reaction: reactants, conditions, products, and yield From a dataset of the Open Reaction Database (ORD), a public repository of structured organic reaction records. Yields the product Cc1c(F)cc(C(=O)NC2CC2)cc1-n1ccnc(NC(C)(C)c2ccccc2CCCBr)c1=O. Reaction SMILES: [C:36]([Br:37])([Br:38])([Br:39])[Br:40].[CH2:60]1[O:61][CH2:62][CH2:63][CH2:64]1.[CH:1]1([NH:4][C:5]([c:6]2[cH:7][c:8]([F:34])[c:9]([CH3:33])[c:10](-[n:12]3[c:13](=[O:32])[c:14]([NH:18][C:19]([CH3:20])([CH3:21])[c:22]4[c:23]([CH2:28][CH2:29][CH2:30][OH:31])[cH:24][cH:25][cH:26][cH:27]4)[n:15][cH:16][cH:17]3)[cH:11]2)=[O:35])[CH2:2][CH2:3]1.[c:41]1([P:42]([c:43]2[cH:44][cH:45][cH:46][cH:47][cH:48]2)[c:49]2[cH:50][cH:51][cH:52][cH:53][cH:54]2)[cH:55][cH:56][cH:57][cH:58][cH:59]1>>[CH:1]1([NH:4][C:5]([c:6]2[cH:7][c:8]([F:34])[c:9]([CH3:33])[c:10](-[n:12]3[c:13](=[O:32])[c:14]([NH:18][C:19]([CH3:20])([CH3:21])[c:22]4[c:23]([CH2:28][CH2:29][CH2:30][Br:37])[cH:24][cH:25][cH:26][cH:27]4)[n:15][cH:16][cH:17]3)[cH:11]2)=[O:35])[CH2:2][CH2:3]1. Starting materials: BrC(Br)(Br)Br, C1CCOC1, Cc1c(F)cc(C(=O)NC2CC2)cc1-n1ccnc(NC(C)(C)c2ccccc2CCCO)c1=O, c1ccc(P(c2ccccc2)c2ccccc2)cc1. Starting materials: COC1=CC(=C(C(=C1)C)S(=O)(=O)N(C)CC=1OC=C(N1)C(=O)O)C (2-({[(4-methoxy-2,6-dimethylphenyl)sulfonyl](methyl)amino}methyl)-1,3-oxazole-4-carboxylic acid), Cl.COC1CN(CC1)CC1=CC=C(CNC)C=C1 ([4-(3-methoxy-pyrrolidin-1-ylmethyl)-benzyl]-methyl-amine hydrochloride), CCN=C=NCCCN(C)C (EDCI), C=1C=CC2=C(C1)N=NN2O (HOBt). The solvent is C(Cl)Cl (DCM). Product: COC1=CC(=C(C(=C1)C)S(=O)(=O)N(C)CC=1OC=C(N1)C(=O)N(C)CC1=CC=C(C=C1)CN1CC(CC1)OC)C (2-({[(4-Methoxy-2,6-dimethylphenyl)sulfonyl](methyl)amino}methyl)-N-{4-[(3-methoxypyrrolidin-1-yl)methyl]benzyl}-N-methyl-1,3-oxazole-4-carboxamide). Reaction SMILES: [CH3:1][O:2][C:3]1[CH:8]=[C:7]([CH3:9])[C:6]([S:10]([N:13]([CH2:15][C:16]2[O:17][CH:18]=[C:19]([C:21]([OH:23])=O)[N:20]=2)[CH3:14])(=[O:12])=[O:11])=[C:5]([CH3:24])[CH:4]=1.CCN=C=NCCCN(C)C.C1C=CC2N(O)N=NC=2C=1.Cl.[CH3:47][O:48][CH:49]1[CH2:53][CH2:52][N:51]([CH2:54][C:55]2[CH:63]=[CH:62][C:58]([CH2:59][NH:60][CH3:61])=[CH:57][CH:56]=2)[CH2:50]1>C(Cl)Cl>[CH3:1][O:2][C:3]1[CH:4]=[C:5]([CH3:24])[C:6]([S:10]([N:13]([CH2:15][C:16]2[O:17][CH:18]=[C:19]([C:21]([N:60]([CH2:59][C:58]3[CH:57]=[CH:56][C:55]([CH2:54][N:51]4[CH2:52][CH2:53][CH:49]([O:48][CH3:47])[CH2:50]4)=[CH:63][CH:62]=3)[CH3:61])=[O:23])[N:20]=2)[CH3:14])(=[O:11])=[O:12])=[C:7]([CH3:9])[CH:8]=1 |f:3.4|. Reported procedure: The title compound was prepared according to general procedure BH using 2-({[(4-methoxy-2,6-dimethylphenyl)sulfonyl](methyl)amino}methyl)-1,3-oxazole-4-carboxylic acid (40 mg, 0.11 mmol), EDCI (29 mg, 0.15 mmol), HOBt (22 mg, 0.16 mmol) DIPEA (0.04 mL, 0.21 mmol), [4-(3-methoxy-pyrrolidin-1-ylmethyl)-benzyl]-methyl-amine hydrochloride (37 mg, 0.13 mmol) and DCM (5 mL). Starting materials: C(C)(=O)C1=C(C=CC2=CC=CC=C12)O (1-acetyl-2-naphthol), N1CCOCC1 (morpholine). Run in C1(=CC=CC=C1)C (toluene). Conditions: time 5 hour. The product is O1C(CCC2=CC=CC=C12)O (chromanol). Reaction SMILES: C(C1[C:13]2[C:8](=[CH:9][CH:10]=[CH:11][CH:12]=2)[CH:7]=[CH:6][C:5]=1[OH:14])(=O)C.N1CC[O:18]CC1>C1(C)C=CC=CC=1>[O:18]1[C:13]2[C:8](=[CH:9][CH:10]=[CH:11][CH:12]=2)[CH2:7][CH2:6][CH:5]1[OH:14]. Reported procedure: A solution was prepared by dissolving 10 g (0.054 mole) of 1-acetyl-2-naphthol, 8.29 g (0.06 mole) of bicyclo [3.3.1]9-nonylidene and 8.7 g (0.10 mole) of morpholine in 300 cc of toluene, and the solution was boiled for 5 hours and water was separated. After termination of the reaction, toluene was removed under reduced pressure and the remaining chromanone compound was recrystallized from acetone. Then, the chromanone compound was dissolved in 200 cc of methanol and lithium aluminum hydride was... RXN SMILES: [C:1]([c:2]1[cH:3][cH:4][cH:5][cH:6][cH:7]1)(=[O:8])[N:9]1[CH2:10][CH:11]2[c:12]3[c:13]([c:14]([I:18])[cH:15][cH:16][c:17]31)[CH2:19][CH:20]([N:22]([CH2:23][CH2:24][CH3:25])[CH2:26][CH2:27][CH3:28])[CH2:21]2.[C:29](=[O:30])([OH:31])[O-:32].[CH3:43][c:44]1[cH:45][cH:46][cH:47][cH:48][cH:49]1.[Na+:33].[cH:50]1[cH:51][cH:52][c:53]([P:54]([Pd:55]([P:56]([c:57]2[cH:58][cH:59][cH:60][cH:61][cH:62]2)([c:63]2[cH:64][cH:65][cH:66][cH:67][cH:68]2)[c:69]2[cH:70][cH:71][cH:72][cH:73][cH:74]2)([P:75]([c:76]2[cH:77][cH:78][cH:79][cH:80][cH:81]2)([c:82]2[cH:83][cH:84][cH:85][cH:86][cH:87]2)[c:88]2[cH:89][cH:90][cH:91][cH:92][cH:93]2)[P:94]([c:95]2[cH:96][cH:97][cH:98][cH:99][cH:100]2)([c:101]2[cH:102][cH:103][cH:104][cH:105][cH:106]2)[c:107]2[cH:108][cH:109][cH:110][cH:111][cH:112]2)([c:113]2[cH:114][cH:115][cH:116][cH:117][cH:118]2)[c:119]2[cH:120][cH:121][cH:122][cH:123][cH:124]2)[cH:125][cH:126]1.[n:34]1[cH:35][c:36]([B:40]([OH:41])[OH:42])[cH:37][cH:38][cH:39]1>>[C:1]([c:2]1[cH:3][cH:4][cH:5][cH:6][cH:7]1)(=[O:8])[N:9]1[CH2:10][CH:11]2[c:12]3[c:13]([c:14](-[c:36]4[cH:35][n:34][cH:39][cH:38][cH:37]4)[cH:15][cH:16][c:17]31)[CH2:19][CH:20]([N:22]([CH2:23][CH2:24][CH3:25])[CH2:26][CH2:27][CH3:28])[CH2:21]2. Reactants: CCCN(CCC)C1Cc2c(I)ccc3c2C(C1)CN3C(=O)c1ccccc1, O=C([O-])O, Cc1ccccc1, [Na+], c1ccc(P(c2ccccc2)(c2ccccc2)[Pd](P(c2ccccc2)(c2ccccc2)c2ccccc2)(P(c2ccccc2)(c2ccccc2)c2ccccc2)P(c2ccccc2)(c2ccccc2)c2ccccc2)cc1, OB(O)c1cccnc1. Product: CCCN(CCC)C1Cc2c(-c3cccnc3)ccc3c2C(C1)CN3C(=O)c1ccccc1. Starting materials: COC(C)(C)OC (2,2-Dimethoxypropane), C1(=CC=C(C=C1)S(=O)(=O)[O-])C.[NH+]1=CC=CC=C1 (pyridinium p-toluenesulfonate), IC1(CC1)C[C@@H](CO)O ((S)-3-(1-iodocyclopropyl)propane-1,2-diol). Solvent: ClCCl (dichloromethane). Reaction conditions: time 2 hour. The product is IC1(CC1)C[C@@H]1OC(OC1)(C)C ((S)-4-((1-iodocyclopropyl)methyl)-2,2-dimethyl-1,3-dioxolane). As a reaction SMILES: [CH3:1][O:2][C:3]([O:6][CH3:7])([CH3:5])[CH3:4].C1(C)C=CC(S([O-])(=O)=O)=CC=1.[NH+]1C=CC=CC=1.[I:25][C:26]1([CH2:29][C@H](O)CO)[CH2:28][CH2:27]1>ClCCl>[I:25][C:26]1([CH2:29][C@H:1]2[CH2:7][O:6][C:3]([CH3:5])([CH3:4])[O:2]2)[CH2:28][CH2:27]1 |f:1.2|. Reported procedure: 2,2-Dimethoxypropane and pyridinium p-toluenesulfonate are added to a solution of (S)-3-(1-iodocyclopropyl)propane-1,2-diol dissolved in dichloromethane and the mixture stirred at room temperature for 2 hours. Solvents are removed under reduced pressure and the crude product purified by flash chromatography using ethyl acetate/hexane (1:10) eluant. Reactants: NC1=C(C(=O)OCC)C=C(C(=N1)NC(C(C)(C)C)=O)Cl (ethyl 2-amino-5-chloro-6-[(2,2-dimethylpropanoyl)amino]nicotinate), ClCC=O (chloroacetaldehyde), C (charcoal). The solvent is C(C)O (ethanol). Run at time 8 hour. The product is NC1=C(C=C(C=2N1C=CN2)C(=O)OCC)Cl (Ethyl 5-amino-6-chloroimidazo[1,2-a]pyridine-8-carboxylate). Isolated yield 43.3%. Reaction SMILES: [NH2:1][C:2]1[N:12]=[C:11]([NH:13]C(=O)C(C)(C)C)[C:10]([Cl:20])=[CH:9][C:3]=1[C:4]([O:6][CH2:7][CH3:8])=[O:5].Cl[CH2:22][CH:23]=O.C>C(O)C>[NH2:13][C:11]1[N:12]2[CH:22]=[CH:23][N:1]=[C:2]2[C:3]([C:4]([O:6][CH2:7][CH3:8])=[O:5])=[CH:9][C:10]=1[Cl:20]. Procedure details: To a solution of ethyl 2-amino-5-chloro-6-[(2,2-dimethylpropanoyl)amino]nicotinate (Example 1, METHOD A, Step 2, 685 mg, 2.12 mmol) in ethanol (10 mL) was added 50% aqueous chloroacetaldehyde (430 μL, 3.4 mmol), and the mixture was refluxed with stirring overnight. The mixture was treated with charcoal and filtered. The filtrate was dry-loaded onto silica gel and chromatographed on a column of silica gel eluting with dichloromethane/methanol/25% aqueous ammonia (97:3:1 to 95:5:0.5) to give 220 m...